Dataset: the Open Reaction Database (ORD), a public repository of structured organic reaction records. Task: describe an organic reaction: reactants, conditions, products, and yield Reported procedure: A solution of ((R)-1-benzyl-pyrrolidin-3-yl)-carbamic acid 4-nitro-phenyl ester (1 eq.) and (3R)-(+)-3-(Boc-amino)pyrrolidine in MeOH is heated using microwave radiation at 100° C. for 1 hour. The reaction mixture is reduced in vacuo. The resulting oil is dissolved in DCM and isocyanate resin (3 eq.) is added and shaken overnight. The resin was filtered off and the DCM was removed in vacuo to yield the title compound. MS (ES+) m/e 299.21 (MH+). Reaction conditions: time 8 hour. Solvent: C(Cl)Cl (DCM), CO (MeOH). Reactants: [N+](=O)([O-])C1=CC=C(C=C1)OC(N[C@H]1CN(CC1)CC1=CC=CC=C1)=O (((R)-1-benzyl-pyrrolidin-3-yl)-carbamic acid 4-nitro-phenyl ester), C(=O)(OC(C)(C)C)N[C@H]1CNCC1 ((3R)-(+)-3-(Boc-amino)pyrrolidine), [N-]=C=O (isocyanate). RXN SMILES: [N+](C1C=CC(O[C:11](=[O:25])[NH:12][C@@H:13]2[CH2:17][CH2:16][N:15]([CH2:18][C:19]3[CH:24]=[CH:23][CH:22]=[CH:21][CH:20]=3)[CH2:14]2)=CC=1)([O-])=O.[C:26]([NH:33][C@@H:34]1[CH2:38][CH2:37][NH:36][CH2:35]1)([O:28][C:29]([CH3:32])([CH3:31])[CH3:30])=[O:27].[N-]=C=O>CO.C(Cl)Cl>[C:29]([O:28][C:26](=[O:27])[NH:33][C@@H:34]1[CH2:38][CH2:37][N:36]([C:11](=[O:25])[NH:12][C@@H:13]2[CH2:17][CH2:16][N:15]([CH2:18][C:19]3[CH:20]=[CH:21][CH:22]=[CH:23][CH:24]=3)[CH2:14]2)[CH2:35]1)([CH3:32])([CH3:30])[CH3:31]. Yields the product C(C)(C)(C)OC(N[C@H]1CN(CC1)C(N[C@H]1CN(CC1)CC1=CC=CC=C1)=O)=O ([(R)-1-((R)-1-Benzyl-pyrrolidin-3-ylcarbamoyl)-pyrrolidin-3-yl]-carbamic acid tert-butyl ester). Reactants: CC(=O)O, Cl, CCOC(=O)CC(c1ccc(OCc2cccc(-c3ccc(C(F)(F)F)cc3)c2)cc1)c1ccno1, O. The product is O=C(O)CC(c1ccc(OCc2cccc(-c3ccc(C(F)(F)F)cc3)c2)cc1)c1ccno1. RXN SMILES: [CH3:39][C:40](=[O:41])[OH:42].[ClH:38].[F:1][C:2]([c:3]1[cH:4][cH:5][c:6](-[c:9]2[cH:10][c:11]([CH2:12][O:13][c:14]3[cH:15][cH:16][c:17]([CH:20]([CH2:21][C:22](=[O:23])[O:24][CH2:25][CH3:26])[c:27]4[cH:28][cH:29][n:30][o:31]4)[cH:18][cH:19]3)[cH:32][cH:33][cH:34]2)[cH:7][cH:8]1)([F:35])[F:36].[OH2:37]>>[F:1][C:2]([c:3]1[cH:4][cH:5][c:6](-[c:9]2[cH:10][c:11]([CH2:12][O:13][c:14]3[cH:15][cH:16][c:17]([CH:20]([CH2:21][C:22](=[O:23])[OH:24])[c:27]4[cH:28][cH:29][n:30][o:31]4)[cH:18][cH:19]3)[cH:32][cH:33][cH:34]2)[cH:7][cH:8]1)([F:35])[F:36]. Reactants: COCCCOC1=C(C=O)C=CC(=C1)C (2-(3-methoxy-propoxy)-4-methyl-benzaldehyde), [BH4-].[Na+] (sodium borohydride), O (H2O), [BH4-].[Na+] (Sodium borohydride). Run in CO (methanol). Run at time 30 minute. Product: COCCCOC1=C(C=CC(=C1)C)CO ([2-(3-Methoxy-propoxy)-4-methyl-phenyl]-methanol). Reaction SMILES: [CH3:1][O:2][CH2:3][CH2:4][CH2:5][O:6][C:7]1[CH:14]=[C:13]([CH3:15])[CH:12]=[CH:11][C:8]=1[CH:9]=[O:10].[BH4-].[Na+].O>CO>[CH3:1][O:2][CH2:3][CH2:4][CH2:5][O:6][C:7]1[CH:14]=[C:13]([CH3:15])[CH:12]=[CH:11][C:8]=1[CH2:9][OH:10] |f:1.2|. Reported procedure: To a solution of the title B compound, 2-(3-methoxy-propoxy)-4-methyl-benzaldehyde (3.7 g, 17.41 mmol) in 30 mL of methanol is added portion wise sodium borohydride (1.03 g, 26.12 mmol). The reaction mixture is stirred for 30 min at room temperature. Sodium borohydride (1.03 g, 26.12 mmol) is added and the mixture further stirred overnight to complete the reaction. After addition of H2O, the aqueous layer is extracted twice with ethyl acetate. The combined organic extracts are dried over anhydro... The reactants are CC(C)(C)OC(=O)NC1(c2ccc(-c3c(-c4ccccc4)oc4c(ccc5[nH]ncc54)c3=O)cc2)CCC1, CI, [H-], N#N, [Na+], CN(C)C=O. The product is Cn1ncc2c3oc(-c4ccccc4)c(-c4ccc(C5(NC(=O)OC(C)(C)C)CCC5)cc4)c(=O)c3ccc21. Reaction SMILES: [C:1]([CH3:2])([CH3:3])([CH3:4])[O:5][C:6]([NH:7][C:8]1([c:12]2[cH:13][cH:14][c:15](-[c:18]3[c:19](=[O:37])[c:20]4[c:21]([c:22]5[cH:23][n:24][nH:25][c:26]5[cH:27][cH:28]4)[o:29][c:30]3-[c:31]3[cH:32][cH:33][cH:34][cH:35][cH:36]3)[cH:16][cH:17]2)[CH2:9][CH2:10][CH2:11]1)=[O:38].[CH3:43][I:44].[H-:41].[N:39]#[N:40].[Na+:42].[O:45]=[CH:46][N:47]([CH3:48])[CH3:49]>>[C:1]([CH3:2])([CH3:3])([CH3:4])[O:5][C:6]([NH:7][C:8]1([c:12]2[cH:13][cH:14][c:15](-[c:18]3[c:19](=[O:37])[c:20]4[c:21]([c:22]5[cH:23][n:24][n:25]([CH3:43])[c:26]5[cH:27][cH:28]4)[o:29][c:30]3-[c:31]3[cH:32][cH:33][cH:34][cH:35][cH:36]3)[cH:16][cH:17]2)[CH2:9][CH2:10][CH2:11]1)=[O:38].